This data is from the Open Reaction Database (ORD), a public repository of structured organic reaction records. The task is: describe an organic reaction: reactants, conditions, products, and yield Reactants: C([O-])(O)=O.[Na+] (sodium bicarbonate), ClC=1C(=NC=CC1Cl)CC (3,4-dichloro-2-ethylpyridine), ClC1=C(C=C2CCC(CC2)N)C=CC(=C1)Cl (4-(2,4-dichlorobenzylidene)cyclohexylamine), [Cl-].[NH4+] (ammonium chloride). The yield is 7.0%. The product is ClC=1C(=NC=CC1NC1CCC(CC1)=CC1=C(C=C(C=C1)Cl)Cl)CC (3-Chloro-4-[4-(2,4-dichlorobenzylidene)cyclohexyl]amino-2-ethylpyridine). The solvent is CN1C(CCC1)=O (N-methylpyrrolidone). As a reaction SMILES: [Cl:1][C:2]1[C:3]([CH2:9][CH3:10])=[N:4][CH:5]=[CH:6][C:7]=1Cl.[Cl:11][C:12]1[CH:25]=[C:24]([Cl:26])[CH:23]=[CH:22][C:13]=1[CH:14]=[C:15]1[CH2:20][CH2:19][CH:18]([NH2:21])[CH2:17][CH2:16]1.[Cl-].[NH4+].C(=O)(O)[O-].[Na+]>CN1CCCC1=O>[Cl:1][C:2]1[C:3]([CH2:9][CH3:10])=[N:4][CH:5]=[CH:6][C:7]=1[NH:21][CH:18]1[CH2:17][CH2:16][C:15](=[CH:14][C:13]2[CH:22]=[CH:23][C:24]([Cl:26])=[CH:25][C:12]=2[Cl:11])[CH2:20][CH2:19]1 |f:2.3,4.5|. Procedure: 1.6 g of 3,4-dichloro-2-ethylpyridine and 2.5 g of 4-(2,4-dichlorobenzylidene)cyclohexylamine are heated at 180° C. for 3.5 hours together with 55 g of ammonium chloride in 9 ml of N-methylpyrrolidone. After cooling, the mixture is poured into saturated sodium bicarbonate solution and extracted with ethyl acetate. The product is purified by chromatography on silica gel using ethyl acetate/heptane 1:4. Yield: 7%